Dataset: the Open Reaction Database (ORD), a public repository of structured organic reaction records. Task: describe an organic reaction: reactants, conditions, products, and yield Reactants: CCOC(=O)CCCCCOc1cc(C)ccc1N(C)C(=O)c1ccc([N+](=O)[O-])c(OC)c1, CCO, [Na+], [OH-]. Product: COc1cc(C(=O)N(C)c2ccc(C)cc2OCCCCCC(=O)O)ccc1[N+](=O)[O-]. Reaction SMILES: [CH3:1][O:2][c:3]1[cH:4][c:5]([C:6](=[O:7])[N:8]([CH3:9])[c:10]2[c:11]([O:17][CH2:18][CH2:19][CH2:20][CH2:21][CH2:22][C:23](=[O:24])[O:25][CH2:26][CH3:27])[cH:12][c:13]([CH3:16])[cH:14][cH:15]2)[cH:28][cH:29][c:30]1[N+:31](=[O:32])[O-:33].[CH3:36][CH2:37][OH:38].[Na+:35].[OH-:34]>>[CH3:1][O:2][c:3]1[cH:4][c:5]([C:6](=[O:7])[N:8]([CH3:9])[c:10]2[c:11]([O:17][CH2:18][CH2:19][CH2:20][CH2:21][CH2:22][C:23](=[O:24])[OH:25])[cH:12][c:13]([CH3:16])[cH:14][cH:15]2)[cH:28][cH:29][c:30]1[N+:31](=[O:32])[O-:33].